This data is from the Open Reaction Database (ORD), a public repository of structured organic reaction records. The task is: describe an organic reaction: reactants, conditions, products, and yield The reactants are BrC=1C=CC=2N3C4=C(C=C(C=C4C2C1)O)C(C(=C3)C)=O (10-bromo-2-hydroxy-5-methyl-4H-pyrido[3,2,1-jk]carbazole-4-one), ice water, C([O-])([O-])=O.[K+].[K+] (potassium carbonate), BrCC(=O)OCC (ethyl bromoacetate). The solvent is CS(=O)C (dimethyl sulfoxide). Run at time 30 minute. Yields the product BrC=1C=CC=2N3C4=C(C=C(C=C4C2C1)OCC(=O)OCC)C(C(=C3)C)=O (10-bromo-2-ethoxycarbonylmethyloxy-5-methyl-4H-pyrido[3,2,1-jk]carbazole-4-one). Isolated yield 71.0%. As a reaction SMILES: [Br:1][C:2]1[CH:3]=[CH:4][C:5]2[N:6]3[CH:18]=[C:17]([CH3:19])[C:16](=[O:20])[C:8]4[CH:9]=[C:10]([OH:15])[CH:11]=[C:12]([C:13]=2[CH:14]=1)[C:7]3=4.C(=O)([O-])[O-].[K+].[K+].Br[CH2:28][C:29]([O:31][CH2:32][CH3:33])=[O:30]>CS(C)=O>[Br:1][C:2]1[CH:3]=[CH:4][C:5]2[N:6]3[CH:18]=[C:17]([CH3:19])[C:16](=[O:20])[C:8]4[CH:9]=[C:10]([O:15][CH2:28][C:29]([O:31][CH2:32][CH3:33])=[O:30])[CH:11]=[C:12]([C:13]=2[CH:14]=1)[C:7]3=4 |f:1.2.3|. Procedure: 10-bromo-2-hydroxy-5-methyl-4H-pyrido[3,2,1-jk]carbazole-4-one (400 mg) obtained in Example 49 was suspended in dimethyl sulfoxide (10 ml), and potassium carbonate (0.34 g) was added to the suspension. The mixture was stirred at room temperature for 30 minutes and ethyl bromoacetate (0.16 ml) was added. The mixture was stirred at room temperature for 12 hours, and the reaction mixture was poured into ice water (50 ml). The crystals precipitated were recovered by filtration. The resulting crude c... Starting materials: Cc1cc(Br)cc(Cl)c1O, CC(=O)[O-], ClCCl, OB(O)c1ccccc1. The product is Cc1cc(Br)cc(Cl)c1Oc1ccccc1. RXN SMILES: [Br:1][c:2]1[cH:3][c:4]([Cl:10])[c:5]([OH:9])[c:6]([CH3:8])[cH:7]1.[CH3:20][C:21](=[O:22])[O-:23].[Cl:24][CH2:25][Cl:26].[c:11]1([B:17]([OH:18])[OH:19])[cH:12][cH:13][cH:14][cH:15][cH:16]1>>[Br:1][c:2]1[cH:3][c:4]([Cl:10])[c:5]([O:9][c:11]2[cH:12][cH:13][cH:14][cH:15][cH:16]2)[c:6]([CH3:8])[cH:7]1. Reactants: OC=1C=C(NC(C2=C(C=CC=C2)C)=O)C=CC1 (3'-hydroxy-2-methylbenzanilide), C(C#C)Br (propargylbromide), C([O-])([O-])=O.[Na+].[Na+] (sodium carbonate). The solvent is CC(=O)C (acetone). The product is C(C#C)OC=1C=C(NC(C2=C(C=CC=C2)C)=O)C=CC1 (3'-propargyloxy-2-methylbenzanilide). Yield: 87.4%. Reaction SMILES: [OH:1][C:2]1[CH:3]=[C:4]([CH:15]=[CH:16][CH:17]=1)[NH:5][C:6](=[O:14])[C:7]1[CH:12]=[CH:11][CH:10]=[CH:9][C:8]=1[CH3:13].[CH2:18](Br)[C:19]#[CH:20].C(=O)([O-])[O-].[Na+].[Na+]>CC(C)=O>[CH2:20]([O:1][C:2]1[CH:3]=[C:4]([CH:15]=[CH:16][CH:17]=1)[NH:5][C:6](=[O:14])[C:7]1[CH:12]=[CH:11][CH:10]=[CH:9][C:8]=1[CH3:13])[C:19]#[CH:18] |f:2.3.4|. Reported procedure: A mixture of 22.7 g (0.1 mol) of 3'-hydroxy-2-methylbenzanilide, 11.9 g (0.1 mol) of propargylbromide, 10.6 g (0.1 mol) of sodium carbonate and 250 ml of acetone was prepared and the nixture was refluxed for 4 hours with stirring. After cooling, the reaction mixture was filtered and the acetone was removed by distillation. The residual material was dissolved in benzene, washed with water and dehydrated over anhydrous sodium sulfate. The benzene was removed and the product was recrystallized from...